From a dataset of the Open Reaction Database (ORD), a public repository of structured organic reaction records. describe an organic reaction: reactants, conditions, products, and yield The reactants are CCO, O=C(c1ccc([N+](=O)[O-])cc1)N1Cc2ccnn2Cc2ccccc21, NN. Product: Nc1ccc(C(=O)N2Cc3ccnn3Cc3ccccc32)cc1. As a reaction SMILES: [CH2:28]([OH:29])[CH3:30].[N+:1]([O-:2])(=[O:3])[c:4]1[cH:5][cH:6][c:7]([C:8](=[O:9])[N:10]2[CH2:11][c:12]3[n:13]([n:21][cH:22][cH:23]3)[CH2:14][c:15]3[c:16]2[cH:17][cH:18][cH:19][cH:20]3)[cH:24][cH:25]1.[NH2:26][NH2:27]>>[NH2:1][c:4]1[cH:5][cH:6][c:7]([C:8](=[O:9])[N:10]2[CH2:11][c:12]3[n:13]([n:21][cH:22][cH:23]3)[CH2:14][c:15]3[c:16]2[cH:17][cH:18][cH:19][cH:20]3)[cH:24][cH:25]1.